describe an organic reaction: reactants, conditions, products, and yield From a dataset of the Open Reaction Database (ORD), a public repository of structured organic reaction records. RXN SMILES: [Br:1][c:2]1[cH:3][cH:4][c:5](-[c:8]2[cH:9][c:10]3[c:11]([C:17]#[N:18])[cH:12][nH:13][c:14]3[cH:15][cH:16]2)[cH:6][cH:7]1.[CH3:23][CH2:24][OH:25].[Na+:22].[OH-:21].[OH:19][OH:20]>>[Br:1][c:2]1[cH:3][cH:4][c:5](-[c:8]2[cH:9][c:10]3[c:11]([C:17]([NH2:18])=[O:19])[cH:12][nH:13][c:14]3[cH:15][cH:16]2)[cH:6][cH:7]1. The reactants are N#Cc1c[nH]c2ccc(-c3ccc(Br)cc3)cc12, CCO, [Na+], [OH-], OO. The product is NC(=O)c1c[nH]c2ccc(-c3ccc(Br)cc3)cc12. The reactants are O=Cc1ccc(Br)cc1, [BH3-]C#N, CCC(NCCN(C)C)c1nc2occc2c(=O)n1Cc1ccccc1, CO, CC(=O)O, [Na+], C1CCOC1. Product: CCC(c1nc2occc2c(=O)n1Cc1ccccc1)N(CCN(C)C)Cc1ccc(Br)cc1. RXN SMILES: [Br:27][c:28]1[cH:29][cH:30][c:31]([CH:32]=[O:33])[cH:34][cH:35]1.[C:36]([BH3-:37])#[N:38].[CH2:1]([c:2]1[cH:3][cH:4][cH:5][cH:6][cH:7]1)[n:8]1[c:9]([CH:18]([CH2:19][CH3:20])[NH:21][CH2:22][CH2:23][N:24]([CH3:25])[CH3:26])[n:10][c:11]2[c:12]([c:13]1=[O:14])[cH:15][cH:16][o:17]2.[CH3:45][OH:46].[CH3:47][C:48](=[O:49])[OH:50].[Na+:39].[O:40]1[CH2:41][CH2:42][CH2:43][CH2:44]1>>[CH2:1]([c:2]1[cH:3][cH:4][cH:5][cH:6][cH:7]1)[n:8]1[c:9]([CH:18]([CH2:19][CH3:20])[N:21]([CH2:22][CH2:23][N:24]([CH3:25])[CH3:26])[CH2:32][c:31]2[cH:30][cH:29][c:28]([Br:27])[cH:35][cH:34]2)[n:10][c:11]2[c:12]([c:13]1=[O:14])[cH:15][cH:16][o:17]2. Reactants: NC1=C(C=CC(=C1)SC(F)(F)F)O (2-amino-4-(trifluoromethylthio)phenol), ClC1=C(C(=O)O)C=CN=C1 (3-chloroisonicotinic acid), CCN=C=NCCCN(C)C (WSC), N1=CC=CC=C1 (pyridine). The solvent is O (water). Reaction conditions: temperature 80 celsius. Yields the product ClC1=C(C(=O)NC2=C(C=CC(=C2)SC(F)(F)F)O)C=CN=C1 (3-chloro-N-[2-hydroxy-5-(trifluoromethylthio)phenyl]isonicotinamide). Isolated yield 63.3%. Reaction SMILES: [NH2:1][C:2]1[CH:7]=[C:6]([S:8][C:9]([F:12])([F:11])[F:10])[CH:5]=[CH:4][C:3]=1[OH:13].[Cl:14][C:15]1[CH:23]=[N:22][CH:21]=[CH:20][C:16]=1[C:17](O)=[O:18].CCN=C=NCCCN(C)C.N1C=CC=CC=1>O>[Cl:14][C:15]1[CH:23]=[N:22][CH:21]=[CH:20][C:16]=1[C:17]([NH:1][C:2]1[CH:7]=[C:6]([S:8][C:9]([F:12])([F:10])[F:11])[CH:5]=[CH:4][C:3]=1[OH:13])=[O:18]. Reported procedure: A mixture of 0.60 g of 2-amino-4-(trifluoromethylthio)phenol, 0.45 g of 3-chloroisonicotinic acid, 0.71 g of WSC and 6 ml of pyridine was stirred while heating at 80° C. for three hours. The reaction mixture was cooled to room temperature, and then water was added to the reaction mixture, followed by extraction with ethyl acetate three times. The combined organic layers were washed with water and a saturated sodium chloride solution, dried over anhydrous magnesium sulfate, and then concentrated ... Starting materials: C(C)(C)(C)OC(=O)N[C@H](C(=O)O)CC1=CC(=CC(=C1)F)F ((2S)-2-[(tert-butoxycarbonyl)amino]-3-(3,5-difluorophenyl)propanoic acid), C([O-])(O)=O.[Na+] (sodium bicarbonate), O.[OH-].[Li+] (Lithium hydroxide monohydrate), S(=O)(=O)(OC)OC (dimethyl sulfate). The solvent is C1CCOC1 (THF). Reaction conditions: time 30 minute. Product: COC([C@H](CC1=CC(=CC(=C1)F)F)NC(=O)OC(C)(C)C)=O ((2S)-2-[(tert-butoxycarbonyl)amino]-3-(3,5-difluorophenyl)propanoic acid methyl ester). Reaction SMILES: [C:1]([O:5][C:6]([NH:8][C@@H:9]([CH2:13][C:14]1[CH:19]=[C:18]([F:20])[CH:17]=[C:16]([F:21])[CH:15]=1)[C:10]([OH:12])=[O:11])=[O:7])([CH3:4])([CH3:3])[CH3:2].O.[OH-].[Li+].S(OC)(O[CH3:29])(=O)=O.C(=O)(O)[O-].[Na+]>C1COCC1>[CH3:29][O:11][C:10](=[O:12])[C@@H:9]([NH:8][C:6]([O:5][C:1]([CH3:4])([CH3:2])[CH3:3])=[O:7])[CH2:13][C:14]1[CH:15]=[C:16]([F:21])[CH:17]=[C:18]([F:20])[CH:19]=1 |f:1.2.3,5.6|. Procedure: To a 1-L 3-neck round bottom flask equipped with a magnetic stirrer, nitrogen inlet and thermocouple is added (2S)-2-[(tert-butoxycarbonyl)amino]-3-(3,5-difluorophenyl)propanoic acid (1,40 g, 0.133 moles, 1 equivalent) followed by THF (240 mL). Lithium hydroxide monohydrate (5.6 g, 0.133 moles, 1 equivalent) is added in a single portion and is allowed to stir for 30 min at which time, the contents are cooled to 0°. Once cooled, dimethyl sulfate (12.6 mL, 0.133 moles, 1 equivalent) is added dropw... The reactants are COCSc1nccn1-c1cccc(C(=O)CC(=O)Nc2cc(-c3ccccc3F)ccc2NC(=O)OC(C)(C)C)c1, ClCCl, O=C(O)C(F)(F)F. The product is COCSc1nccn1-c1cccc(C2=Nc3ccc(-c4ccccc4F)cc3NC(=O)C2)c1. RXN SMILES: [C:1]([O:2][C:3](=[O:4])[NH:7][c:8]1[c:9]([NH:21][C:22]([CH2:23][C:24](=[O:5])[c:26]2[cH:27][c:28](-[n:32]3[c:33]([S:37][CH2:38][O:39][CH3:40])[n:34][cH:35][cH:36]3)[cH:29][cH:30][cH:31]2)=[O:41])[cH:10][c:11](-[c:14]2[c:15]([F:20])[cH:16][cH:17][cH:18][cH:19]2)[cH:12][cH:13]1)([CH3:6])([CH3:25])[CH3:42].[Cl:50][CH2:51][Cl:52].[F:43][C:44]([F:45])([F:46])[C:47]([OH:48])=[O:49]>>[N:7]1=[C:24]([c:26]2[cH:27][c:28](-[n:32]3[c:33]([S:37][CH2:38][O:39][CH3:40])[n:34][cH:35][cH:36]3)[cH:29][cH:30][cH:31]2)[CH2:23][C:22](=[O:41])[NH:21][c:9]2[c:8]1[cH:13][cH:12][c:11](-[c:14]1[c:15]([F:20])[cH:16][cH:17][cH:18][cH:19]1)[cH:10]2. The solvent is C1CCOC1 (THF), C1CCOC1 (THF). The reactants are solution, [H-].[Al+3].[Li+].[H-].[H-].[H-] (lithium aluminum hydride), COC(CCCC=1SC=CC1)=O (Methyl-4-(2-thienyl)butyrate), Cl (Hydrochloric acid), C(C)OCC (diethyl ether). Reaction SMILES: [H-].[Al+3].[Li+].[H-].[H-].[H-].C[O:8][C:9](=O)[CH2:10][CH2:11][CH2:12][C:13]1[S:14][CH:15]=[CH:16][CH:17]=1.Cl.C(OCC)C>C1COCC1>[OH:8][CH2:9][CH2:10][CH2:11][CH2:12][C:13]1[S:14][CH:15]=[CH:16][CH:17]=1 |f:0.1.2.3.4.5|. Product: OCCCCC=1SC=CC1 (2-(4-Hydroxybutyl)thiophene). Procedure: A 2.5 M solution of lithium aluminum hydride in THF (10 mL) was slowly added to a solution of methyl ester 1b (7.30 g, 0.04 mol,) in 100 mL of anhydrous THF. After completion of the addition, the solution was refluxed for four hours, then cooled to room temperature. Hydrochloric acid (10%, 25 mL) was then slowly added, and the resulting mixture was heated for another 30 minutes. After cooling to room temperature, diethyl ether (100 mL) was added, the organic layer was separated and washed with b... The yield is 86.4%. Reactants: O=C(NC1CCNCC1)c1ccccc1, Cc1ccccc1C, OCCc1ccc2ccccc2c1. Product: O=C(NC1CCN(CCc2ccc3ccccc3c2)CC1)c1ccccc1. RXN SMILES: [C:14]([c:15]1[cH:16][cH:17][cH:18][cH:19][cH:20]1)(=[O:21])[NH:22][CH:23]1[CH2:24][CH2:25][NH:26][CH2:27][CH2:28]1.[c:29]1([CH3:30])[c:31]([CH3:32])[cH:33][cH:34][cH:35][cH:36]1.[cH:1]1[c:2]([CH2:11][CH2:12][OH:13])[cH:3][cH:4][c:5]2[cH:6][cH:7][cH:8][cH:9][c:10]12>>[cH:1]1[c:2]([CH2:11][CH2:12][N:26]2[CH2:25][CH2:24][CH:23]([NH:22][C:14]([c:15]3[cH:16][cH:17][cH:18][cH:19][cH:20]3)=[O:21])[CH2:28][CH2:27]2)[cH:3][cH:4][c:5]2[cH:6][cH:7][cH:8][cH:9][c:10]12. The reactants are CC(C)(C)Nc1c(-c2ccc(C#C[Si](C)(C)C)s2)nc2ccccn12, O=C([O-])[O-], CO, ClCCl, [K+], [K+], O. Yields the product C#Cc1ccc(-c2nc3ccccn3c2NC(C)(C)C)s1. As a reaction SMILES: [C:1]([CH3:2])([CH3:3])([CH3:4])[NH:5][c:6]1[c:7](-[c:15]2[s:16][c:17]([C:20]#[C:21][Si:22]([CH3:23])([CH3:24])[CH3:25])[cH:18][cH:19]2)[n:8][c:9]2[n:10]1[cH:11][cH:12][cH:13][cH:14]2.[C:26](=[O:27])([O-:28])[O-:29].[CH3:33][OH:34].[Cl:35][CH2:36][Cl:37].[K+:30].[K+:31].[OH2:32]>>[C:1]([CH3:2])([CH3:3])([CH3:4])[NH:5][c:6]1[c:7](-[c:15]2[s:16][c:17]([C:20]#[CH:21])[cH:18][cH:19]2)[n:8][c:9]2[n:10]1[cH:11][cH:12][cH:13][cH:14]2. Starting materials: N1=C(N)N=C(N)N=C1N (melamine), C=O (formaldehyde), aqueous solution, [OH-].[Na+] (sodium hydroxide), poly(vinylbenzenesulfonic acid), C(C)(C)C1=C(C2=CC=CC=C2C=C1)C(C)C (diisopropylnaphthalene), COC1=CC=C(C=C1)NC1(OCCOC2(CC=C(C=C2)NC2=CC=C(C=C2)OC)NC2=CC=C(C=C2)OC)CC=C(C=C1)NC1=CC=C(C=C1)OC (1,2-bis[p-bis(p-methoxyphenylamino)phenoxy]ethane). The solvent is O (water), [Na] (sodium), O (water), [Na] (sodium), poly(vinylbenzenesulfonic acid). Conditions: temperature 60 celsius. Product: C=O.N1=C(N)N=C(N)N=C1N (melamine-formaldehyde). Reaction SMILES: [OH-].[Na+].C(C1C=CC2C(=CC=CC=2)C=1C(C)C)(C)C.[CH3:19][O:20]C1C=CC(NC2(C=CC(NC3C=CC(OC)=CC=3)=CC2)OCCOC2(NC3C=CC(OC)=CC=3)C=CC(NC3C=CC(OC)=CC=3)=CC2)=CC=1.[N:71]1[C:78]([NH2:79])=[N:77][C:75]([NH2:76])=[N:74][C:72]=1[NH2:73].C=O>O.[Na]>[CH2:19]=[O:20].[N:71]1[C:78]([NH2:79])=[N:77][C:75]([NH2:76])=[N:74][C:72]=1[NH2:73] |f:0.1,8.9,^1:82|. Procedure details: In 95 parts of water was dissolved 5 parts of a partial sodium salt of poly(vinylbenzenesulfonic acid) (VERSA, TL500; manufactured by National Starch Co.). Aqueous sodium hydroxide solution was added thereto to adjust the pH to 4.0. 100 Parts of diisopropylnaphthalene containing 6.8% 2-anilino-3-methyl-6-di-n-butylaminofluoran dissolved therein as an electron-donating achromatic dye, and 15% 1,2-bis[p-bis(p-methoxyphenylamino)phenoxy]ethane as the compound of the present invention was emulsified...